Dataset: the Open Reaction Database (ORD), a public repository of structured organic reaction records. Task: describe an organic reaction: reactants, conditions, products, and yield The reactants are NC=1SC(=C(N1)C)COC (2-amino-5-methoxymethyl-4-methylthiazole), C(C)ON=O (ethylnitrite). Solvent: O1CCCC1 (tetrahydrofuran), O1CCCC1 (tetrahydrofuran). Product: COCC1=C(N=CS1)C (5-methoxymethyl-4-methylthiazole). RXN SMILES: N[C:2]1[S:3][C:4]([CH2:8][O:9][CH3:10])=[C:5]([CH3:7])[N:6]=1.C(ON=O)C>O1CCCC1>[CH3:10][O:9][CH2:8][C:4]1[S:3][CH:2]=[N:6][C:5]=1[CH3:7]. Reported procedure: A solution of 3.2 g. of 2-amino-5-methoxymethyl-4-methylthiazole in 100 ml. of dry tetrahydrofuran was brought to reflux and a solution of 6 g. of ethylnitrite in 75 ml. of dry tetrahydrofuran was added dropwise to the refluxing solution. After refluxing an additional 5 hours, the mixture was cooled and evaporated to give an oil. The oil was extracted into hexane and the hexane solution was evaporated to dryness to give 5-methoxymethyl-4-methylthiazole. Starting materials: C(C)(C)OC(NC1=CC(=CC(=C1)F)OC(C)(C)C)=S ((3-tert-Butoxy-5-fluoro-phenyl)-thiocarbamic acid O-isopropyl ester), CN(C=O)C (N,N-dimethylformamide), C(C)(C)(C)[Li] (tert-butyl lithium). The solvent is O1CCCC1 (tetrahydrofuran). Run at temperature -78 celsius, time 1 hour. Yields the product C(C)(C)(C)OC=1C=C(C2=C(N=C(S2)OC(C)C)C1)C=O (5-tert-Butoxy-2-isopropoxy-benzothiazole-7-carbaldehyde), C(C)(=O)OCC.CCCC(C)C (ethyl acetate iso-hexane). RXN SMILES: [CH:1]([O:4][C:5](=[S:19])[NH:6][C:7]1[CH:12]=[C:11](F)[CH:10]=[C:9]([O:14][C:15]([CH3:18])([CH3:17])[CH3:16])[CH:8]=1)([CH3:3])[CH3:2].[C:20]([Li])([CH3:23])([CH3:22])[CH3:21].CN(C)[CH:27]=[O:28]>O1CCCC1>[C:15]([O:14][C:9]1[CH:10]=[C:11]([CH:27]=[O:28])[C:12]2[S:19][C:5]([O:4][CH:1]([CH3:3])[CH3:2])=[N:6][C:7]=2[CH:8]=1)([CH3:18])([CH3:17])[CH3:16].[C:9]([O:14][CH2:15][CH3:18])(=[O:28])[CH3:8].[CH3:1][CH2:2][CH2:21][CH:20]([CH3:23])[CH3:22] |f:5.6|. Procedure: (3-tert-Butoxy-5-fluoro-phenyl)-thiocarbamic acid O-isopropyl ester (2.2 g) is dissolved in dry tetrahydrofuran (20 ml) The reaction mixture is cooled to −78° C. and tert-butyl lithium (15.2 ml, of 1.5 M solution) is added over 20 minutes. The reaction mixture is then warmed to −10° C. for 75 minutes. The reaction mixture is then re-cooled to −78° C., N,N-dimethylformamide (1.5 g) is added and the reaction mixture is slowly warmed to room temperature then stirred at −10° C. for 1 hour. The react... Starting materials: C(C)(C)(C)OC(=O)NCC=1C=CC(=C(C1)B(O)O)F (5-((tert-Butoxycarbonyl)aminomethyl)-2-fluorobenzeneboronic acid), Cl.ClC1=CC=NC=C1 (4-chloropyridine hydrochloride), C(=O)([O-])[O-].[Na+].[Na+] (Na2CO3). The reagents and catalysts are C=1C=CC(=CC1)[P](C=2C=CC=CC2)(C=3C=CC=CC3)[Pd]([P](C=4C=CC=CC4)(C=5C=CC=CC5)C=6C=CC=CC6)([P](C=7C=CC=CC7)(C=8C=CC=CC8)C=9C=CC=CC9)[P](C=1C=CC=CC1)(C=1C=CC=CC1)C=1C=CC=CC1 (tetrakis(triphenylphosphine)palladium). Solvent: C(OC)COC (dimethoxyethane), O (water). Run at temperature 85 celsius. Yields the product C(C)(C)(C)OC(NCC1=CC(=C(C=C1)F)C1=CC=NC=C1)=O ((4-fluoro-3-pyridin-4-yl-benzyl)-carbamic acid tert-butyl ester). The yield is 66.1%. Reaction SMILES: [C:1]([O:5][C:6]([NH:8][CH2:9][C:10]1[CH:11]=[CH:12][C:13]([F:19])=[C:14](B(O)O)[CH:15]=1)=[O:7])([CH3:4])([CH3:3])[CH3:2].Cl.Cl[C:22]1[CH:27]=[CH:26][N:25]=[CH:24][CH:23]=1.C([O-])([O-])=O.[Na+].[Na+]>C(COC)OC.O.C1C=CC([P]([Pd]([P](C2C=CC=CC=2)(C2C=CC=CC=2)C2C=CC=CC=2)([P](C2C=CC=CC=2)(C2C=CC=CC=2)C2C=CC=CC=2)[P](C2C=CC=CC=2)(C2C=CC=CC=2)C2C=CC=CC=2)(C2C=CC=CC=2)C2C=CC=CC=2)=CC=1>[C:1]([O:5][C:6](=[O:7])[NH:8][CH2:9][C:10]1[CH:11]=[CH:12][C:13]([F:19])=[C:14]([C:22]2[CH:27]=[CH:26][N:25]=[CH:24][CH:23]=2)[CH:15]=1)([CH3:4])([CH3:3])[CH3:2] |f:1.2,3.4.5,^1:44,46,65,84|. Procedure details: A mixture of compound 11 (135 mg, 0.5 mmol), 4-chloropyridine hydrochloride (107 mg, 0.713 mmol), tetrakis(triphenylphosphine)palladium (45 mg, 0.04 mmol) and Na2CO3 (160 mg, 1.51 mmol) in dimethoxyethane (2.2 mL) and water (0.7 mL) mixture, is heated to 85° C. for 5 h. The mixture is cooled to rt and partitioned between water and EtOAc. The organic phase is dried using Na2SO4 and concentrated on rotary evaporator to afford 100 mg (59%) of compound 13. 1H NMR (300 MHz, CDCl3) δ 8.68-8.62 (m, 2H)... Reactants: CCO, O=C(OCc1ccccc1)N1CCC(N2CCCCCC2=O)CC1. Product: O=C1CCCCCN1C1CCNCC1. Reaction SMILES: [CH3:25][CH2:26][OH:27].[O:1]=[C:2]1[N:3]([CH:9]2[CH2:10][CH2:11][N:12]([C:15]([O:16][CH2:17][c:18]3[cH:19][cH:20][cH:21][cH:22][cH:23]3)=[O:24])[CH2:13][CH2:14]2)[CH2:4][CH2:5][CH2:6][CH2:7][CH2:8]1>>[O:1]=[C:2]1[N:3]([CH:9]2[CH2:10][CH2:11][NH:12][CH2:13][CH2:14]2)[CH2:4][CH2:5][CH2:6][CH2:7][CH2:8]1. Conditions: temperature -78 celsius, time 2 hour. Reactants: phenone, C(CC(=O)C)(=O)OC (methyl acetoacetate), C(CC(C)C)(=O)C1=CC=CC=C1 (iso-valerophenone), [H-].[Na+] (NaH), C(CCC)[Li] (n-butyl lithium). Run in O1CCCC1 (tetrahydrofuran), CCCCCC (hexane). Reported procedure: The title compound was prepared as described in General Method 1 using 12 g methyl acetoacetate, 4.3 g of NaH 60% dispersion in oil, 64.5 mL of 1.6M n-butyl lithium in hexane, 10 g of iso-valerophenone, and 300 mL of tetrahydrofuran. After addition of the phenone, the reaction was stirred 15 minutes at -78° C. and 2 hours at room temperature. The crude reaction was flash chromatographed using hexane/ethyl acetate 6/40-40/60 as eluent. The solid was triturated from diethyl ether (m.p. 123.5°-125°... Product: OC1=CC(OC(C1)(C1=CC=CC=C1)CC(C)C)=O (5,6-Dihydro-4-hydroxy-6-(2-methylpropyl)-6-phenyl-2H-pyran-2-one). Reaction SMILES: [C:1](OC)(=[O:6])[CH2:2][C:3]([CH3:5])=[O:4].[H-].[Na+].C([Li])CCC.[C:16]([C:22]1[CH:27]=[CH:26][CH:25]=[CH:24][CH:23]=1)(=[O:21])[CH2:17][CH:18]([CH3:20])[CH3:19]>CCCCCC.O1CCCC1>[OH:4][C:3]1[CH2:5][C:16]([CH2:17][CH:18]([CH3:20])[CH3:19])([C:22]2[CH:23]=[CH:24][CH:25]=[CH:26][CH:27]=2)[O:21][C:1](=[O:6])[CH:2]=1 |f:1.2|. Starting materials: Cl (hydrochloric acid), BrC1(CC=C(C#N)C=C1)Cl (4-bromo-4-chlorobenzonitrile), [OH-].[Na+] (sodium hydroxide). Solvent: C1CCOC1 (THF). Yields the product Cl.BrC1=CC(=C(CN)C=C1)Cl (4-Bromo-2-chlorobenzylamine hydrochloride). As a reaction SMILES: [Br:1][C:2]1([Cl:10])[CH:9]=[CH:8][C:5]([C:6]#[N:7])=[CH:4][CH2:3]1.[ClH:11].[OH-].[Na+]>C1COCC1>[ClH:10].[Br:1][C:2]1[CH:9]=[CH:8][C:5]([CH2:6][NH2:7])=[C:4]([Cl:11])[CH:3]=1 |f:2.3,5.6|. Procedure: 46.2 ml of borane-THF complex are provided under ice cooling. A solution of 2.0 g of 4-bromo-4-chlorobenzonitrile in 240 ml of THF is added slowly. The reaction mixture is then heated for 1 h under reflux, cooled and 20 ml of 1N hydrochloric acid are added dropwise while cooling on ice. The mixture is heated under reflux for 1 h and left to cool. For the work-up the solution is adjusted to an alkaline pH with a 1N sodium hydroxide solution and extracted with dichloromethane. The organic phase is... Reactants: O=C([O-])[O-], CCCCc1cc2c(C(F)(F)F)c(C#N)ccc2[nH]1, CC#N, CCOC(C)=O, FC(F)(F)c1cccc(-c2nc(CCl)no2)c1, [Cs+], [Cs+]. Yields the product CCCCc1cc2c(C(F)(F)F)c(C#N)ccc2n1Cc1noc(-c2cccc(C(F)(F)F)c2)n1. As a reaction SMILES: [C:37](=[O:38])([O-:39])[O-:40].[CH2:1]([CH2:2][CH2:3][CH3:4])[c:5]1[nH:6][c:7]2[cH:8][cH:9][c:10]([C:18]#[N:19])[c:11]([C:14]([F:15])([F:16])[F:17])[c:12]2[cH:13]1.[CH3:43][C:44]#[N:45].[CH3:46][CH2:47][O:48][C:49]([CH3:50])=[O:51].[Cl:20][CH2:21][c:22]1[n:23][o:24][c:25](-[c:27]2[cH:28][c:29]([C:33]([F:34])([F:35])[F:36])[cH:30][cH:31][cH:32]2)[n:26]1.[Cs+:41].[Cs+:42]>>[CH2:1]([CH2:2][CH2:3][CH3:4])[c:5]1[n:6]([CH2:21][c:22]2[n:23][o:24][c:25](-[c:27]3[cH:28][c:29]([C:33]([F:34])([F:35])[F:36])[cH:30][cH:31][cH:32]3)[n:26]2)[c:7]2[cH:8][cH:9][c:10]([C:18]#[N:19])[c:11]([C:14]([F:15])([F:16])[F:17])[c:12]2[cH:13]1. Yields the product Cc1cc(C)c2c(c1C)OC1(CCN(C)CC1)C2c1ccc(C(C)C)cc1. Starting materials: [BH3-]C#N, CC#N, Cc1cc(C)c2c(c1C)OC1(CCNCC1)C2c1ccc(C(C)C)cc1, Cl, [Na+]. RXN SMILES: [C:28]([BH3-:29])#[N:30].[CH3:32][C:33]#[N:34].[CH:2]([CH3:3])([CH3:4])[c:5]1[cH:6][cH:7][c:8]([CH:11]2[C:12]3([O:13][c:14]4[c:15]2[c:16]([CH3:22])[cH:17][c:18]([CH3:21])[c:19]4[CH3:20])[CH2:23][CH2:24][NH:25][CH2:26][CH2:27]3)[cH:9][cH:10]1.[ClH:1].[Na+:31]>>[CH:2]([CH3:3])([CH3:4])[c:5]1[cH:6][cH:7][c:8]([CH:11]2[C:12]3([O:13][c:14]4[c:15]2[c:16]([CH3:22])[cH:17][c:18]([CH3:21])[c:19]4[CH3:20])[CH2:23][CH2:24][N:25]([CH3:28])[CH2:26][CH2:27]3)[cH:9][cH:10]1. The reactants are C(CCC)C1=CC=CC1 (n-butylcyclopentadiene), CCCCCC (hexane), C(CCC)[Li] (n-butyllithium), Cl[Si](C)(CCl)Cl (Dichloro(chloromethyl)(methyl)silane). Run in C1CCOC1 (THF), C1CCOC1 (THF). Run at temperature -78 celsius, time 2 hour. The product is Cl[Si](C)(C1C=CC=C1)CCl (chloro(chloromethyl) (cyclopentadienyl)(methyl) silane). RXN SMILES: C([C:5]1[CH2:9][CH:8]=[CH:7][CH:6]=1)CCC.CCCCCC.C([Li])CCC.[Cl:21][Si:22](Cl)([CH2:24][Cl:25])[CH3:23]>C1COCC1>[Cl:21][Si:22]([CH2:24][Cl:25])([CH:9]1[CH:8]=[CH:7][CH:6]=[CH:5]1)[CH3:23]. Reported procedure: THF in a volume of 100 ml was added to 6 g (49 mmol) of n-butylcyclopentadiene, and the mixture was cooled to −78° C. A 1.65 M hexane solution of n-butyllithium in a volume of 29.6 ml (48.8 mmol) was added thereto dropwise. The mixture was stirred at room temperature for 2 hours and was cooled again to −78° C. Dichloro(chloromethyl)(methyl)silane in an amount of 8.0 g (49 mmol) dissolved in 50 ml of THF was added dropwise. The mixture was stirred at room temperature for 3 hours and was concentra...